This data is from the Open Reaction Database (ORD), a public repository of structured organic reaction records. The task is: describe an organic reaction: reactants, conditions, products, and yield Reactants: FC(C(=O)O)(F)F.C1(CCCC1)C(=O)N1CC(CC(C1)C1=CC=C(C=C1)CC)N (1-(cyclopentylcarbonyl)-5-(4-ethylphenyl)piperidine-3-amine trifluoroacetate), C(C1=CC=CC=C1)N=C=O (benzyl isocyanate). Yields the product C(C1=CC=CC=C1)NC(=O)NC1CN(CC(C1)C1=CC=C(C=C1)CC)C(=O)C1CCCC1 (N-Benzyl-N′-[1-(cyclopentylcarbonyl)-5-(4-ethylphenyl)piperidin-3-yl]urea). RXN SMILES: FC(F)(F)C(O)=O.[CH:8]1([C:13]([N:15]2[CH2:20][CH:19]([C:21]3[CH:26]=[CH:25][C:24]([CH2:27][CH3:28])=[CH:23][CH:22]=3)[CH2:18][CH:17]([NH2:29])[CH2:16]2)=[O:14])[CH2:12][CH2:11][CH2:10][CH2:9]1.[CH2:30]([N:37]=[C:38]=[O:39])[C:31]1[CH:36]=[CH:35][CH:34]=[CH:33][CH:32]=1>>[CH2:30]([NH:37][C:38]([NH:29][CH:17]1[CH2:18][CH:19]([C:21]2[CH:22]=[CH:23][C:24]([CH2:27][CH3:28])=[CH:25][CH:26]=2)[CH2:20][N:15]([C:13]([CH:8]2[CH2:9][CH2:10][CH2:11][CH2:12]2)=[O:14])[CH2:16]1)=[O:39])[C:31]1[CH:36]=[CH:35][CH:34]=[CH:33][CH:32]=1 |f:0.1|. Procedure: 108 mg (0.22 mmol) of 1-(cyclopentylcarbonyl)-5-(4-ethylphenyl)piperidine-3-amine trifluoroacetate (Example 7A) and 35 mg (0.26 mmol, 1.2 eq.) of benzyl isocyanate were reacted according to General Method 4. Yield: 74 mg (77% of theory) Starting materials: N12CCCCCC2=NCCC1 (1,8-diazabicyclo[5,4,0]undec-7-ene), FC(C1=CC(=NC=C1)C=1NOC(N1)=O)(F)F (3-(4-trifluoromethylpyridin-2-yl)-1,2,4-oxadiazol-5-one), CON(C(=O)Cl)C (N-methoxy-N-methylcarbamoyl chloride). Run in N1=CC=CC=C1 (pyridine). Run at temperature 50 celsius, time 4 hour. The product is FC(C1=CC(=NC=C1)C1=NOC(N1C(=O)N(C)OC)=O)(F)F (3-(4-trifluoromethylpyridin-2-yl)-N-methoxy-N-methyl-1,2,4-oxadiazol-5-one-4-carboxamide). The yield is 69.0%. As a reaction SMILES: N12CCCN=C1CCCCC2.[F:12][C:13]([F:27])([F:26])[C:14]1[CH:19]=[CH:18][N:17]=[C:16]([C:20]2[NH:21][O:22][C:23](=[O:25])[N:24]=2)[CH:15]=1.[CH3:28][O:29][N:30]([CH3:34])[C:31](Cl)=[O:32]>N1C=CC=CC=1>[F:27][C:13]([F:12])([F:26])[C:14]1[CH:19]=[CH:18][N:17]=[C:16]([C:20]2[N:24]([C:31]([N:30]([O:29][CH3:28])[CH3:34])=[O:32])[C:23](=[O:25])[O:22][N:21]=2)[CH:15]=1. Procedure: To 1 ml of pyridine were added 0.18 g of 1,8-diazabicyclo[5,4,0]undec-7-ene, and 0.2 g of 3-(4-trifluoromethylpyridin-2-yl)-1,2,4-oxadiazol-5-one, and 0.15 g of N-methoxy-N-methylcarbamoyl chloride was added at room temperature. After stirring at 50° C. for 4 hours, the resultant solution was concentrated, and the residue was subjected to silica gel column chromatography to obtain 0.19 g of 3-(4-trifluoromethylpyridin-2-yl)-N-methoxy-N-methyl-1,2,4-oxadiazol-5-one-4-carboxamide (present compound...